From a dataset of the Open Reaction Database (ORD), a public repository of structured organic reaction records. describe an organic reaction: reactants, conditions, products, and yield The reactants are COc1nccnc1OCCc1ccc(Cl)cc1, [Na+], O=C([O-])O, Sc1nc2ccccc2s1. Product: O=c1[nH]ccnc1OCCc1ccc(Cl)cc1. As a reaction SMILES: [Cl:11][c:12]1[cH:13][cH:14][c:15]([CH2:16][CH2:17][O:18][c:19]2[n:20][cH:21][cH:22][n:23][c:24]2[O:25][CH3:26])[cH:27][cH:28]1.[Na+:33].[O-:29][C:30]([OH:31])=[O:32].[s:1]1[c:2]2[cH:3][cH:4][cH:5][cH:6][c:7]2[n:8][c:9]1[SH:10]>>[Cl:11][c:12]1[cH:13][cH:14][c:15]([CH2:16][CH2:17][O:18][c:19]2[n:20][cH:21][cH:22][nH:23][c:24]2=[O:25])[cH:27][cH:28]1. The reactants are C(C)OC(=O)C=1NC2=CC=C(C=C2C1)[N+](=O)[O-] (ethyl-5-nitro-1H-indole-2-carboxylate), C(C)O (ethanol). Conditions: time 16 hour. The product is [N+](=O)([O-])C=1C=C2C=C(NC2=CC1)C(=O)O (5-Nitro-1H-indole-2-carboxylic acid). Yield: 97.7%. As a reaction SMILES: C([O:3][C:4]([C:6]1[NH:7][C:8]2[C:13]([CH:14]=1)=[CH:12][C:11]([N+:15]([O-:17])=[O:16])=[CH:10][CH:9]=2)=[O:5])C.C(O)C>>[N+:15]([C:11]1[CH:12]=[C:13]2[C:8](=[CH:9][CH:10]=1)[NH:7][C:6]([C:4]([OH:5])=[O:3])=[CH:14]2)([O-:17])=[O:16]. Procedure: To a solution of ethyl-5-nitro-1H-indole-2-carboxylate (22.7 g, 96.83 mg) in ethanol (EtOH) (150 ml) sodium hydroxide (11.62 g, 290.5 mmol) was added. The mixture was stirred at room temperature for 16 h. During this time a brown solid formed. After evaporation of the solvent under reduced pressure the residue was suspended in water and HCl was added. The color of the precipitate changed from brown to yellow. After filtration the residue was washed with water and dried in a vacuum oven at 50° C.... The reactants are Cc1ccccc1, O, OC(CCCCCCCBr)(c1ccc(F)cc1)c1ccc(F)cc1, Cc1ccccc1S(=O)(=O)O. Yields the product Fc1ccc(C(=CCCCCCCBr)c2ccc(F)cc2)cc1. As a reaction SMILES: [CH3:37][c:38]1[cH:39][cH:40][cH:41][cH:42][cH:43]1.[OH2:36].[OH:1][C:2]([CH2:3][CH2:4][CH2:5][CH2:6][CH2:7][CH2:8][CH2:9][Br:10])([c:11]1[cH:12][cH:13][c:14]([F:17])[cH:15][cH:16]1)[c:18]1[cH:19][cH:20][c:21]([F:24])[cH:22][cH:23]1.[c:25]1([CH3:26])[c:27]([S:28]([OH:29])(=[O:30])=[O:31])[cH:32][cH:33][cH:34][cH:35]1>>[C:2](=[CH:3][CH2:4][CH2:5][CH2:6][CH2:7][CH2:8][CH2:9][Br:10])([c:11]1[cH:12][cH:13][c:14]([F:17])[cH:15][cH:16]1)[c:18]1[cH:19][cH:20][c:21]([F:24])[cH:22][cH:23]1. The yield is 86.0%. Run at time 5 hour. Yields the product C(C)OC(=O)CCN(C(CCl)=O)C(C(=O)OCC)C(=O)OCC (Diethyl N-(2-ethoxycarbonylethyl)-N-(chloroacetyl)-amino-malonate). Procedure: To a suspension of 14 g. (0.045 moles) of diethyl N-(2-ethoxycarbonylethyl)-amino-malonate hydrochloride prepared according to Example 1b) in 150 ml. of dry benzene 5.65 g. (4 ml., 0.05 moles) of chloroacetyl chloride are added with stirring. The mixture is boiled for 5 hours. The solution is evaporated in vacuo, the evaporation residue is triturated with 50 ml. of hexane, hexane is decanted and the same procedure is repeated two more times. The oily product is dried over sodium hydroxide in a v... The solvent is C1=CC=CC=C1 (benzene). Reaction SMILES: Cl.[CH2:2]([O:4][C:5]([CH2:7][CH2:8][NH:9][CH:10]([C:16]([O:18][CH2:19][CH3:20])=[O:17])[C:11]([O:13][CH2:14][CH3:15])=[O:12])=[O:6])[CH3:3].[Cl:21][CH2:22][C:23](Cl)=[O:24]>C1C=CC=CC=1>[CH2:2]([O:4][C:5]([CH2:7][CH2:8][N:9]([CH:10]([C:11]([O:13][CH2:14][CH3:15])=[O:12])[C:16]([O:18][CH2:19][CH3:20])=[O:17])[C:23](=[O:24])[CH2:22][Cl:21])=[O:6])[CH3:3] |f:0.1|. The reactants are Cl.C(C)OC(=O)CCNC(C(=O)OCC)C(=O)OCC (diethyl N-(2-ethoxycarbonylethyl)-amino-malonate hydrochloride), ClCC(=O)Cl (chloroacetyl chloride). The reactants are ClCCCCBr, CN(C)C=O, [H-], CC(C)(C)C(=O)Nc1ccc(-c2cc(=O)c3c(N)c(F)cc(F)c3o2)cc1F, [Na+], O. Product: CC(C)(C)C(=O)Nc1ccc(-c2cc(=O)c3c(NCCCCCl)c(F)cc(F)c3o2)cc1F. RXN SMILES: [Br:29][CH2:30][CH2:31][CH2:32][CH2:33][Cl:34].[CH3:38][N:39]([CH3:40])[CH:41]=[O:42].[H-:35].[NH2:1][c:2]1[c:3]([F:28])[cH:4][c:5]([F:27])[c:6]2[c:7]1[c:8](=[O:26])[cH:9][c:10](-[c:12]1[cH:13][c:14]([F:25])[c:15]([NH:18][C:19]([C:20]([CH3:21])([CH3:22])[CH3:23])=[O:24])[cH:16][cH:17]1)[o:11]2.[Na+:36].[OH2:37]>>[NH:1]([c:2]1[c:3]([F:28])[cH:4][c:5]([F:27])[c:6]2[c:7]1[c:8](=[O:26])[cH:9][c:10](-[c:12]1[cH:13][c:14]([F:25])[c:15]([NH:18][C:19]([C:20]([CH3:21])([CH3:22])[CH3:23])=[O:24])[cH:16][cH:17]1)[o:11]2)[CH2:30][CH2:31][CH2:32][CH2:33][Cl:34]. Procedure: Into 1200 ml of methyl acetate 204 g (5.6 mol) of hydrogen chloride gas is introduced at 15-25° C., and to the solution 221.4 g (0.8 mol) of the [2-(2-thienyl)ethylamino](2-chlorophenyl)acetonitrile of formula (I), prepared as described in Example 1, and 48 ml (1.2 mol) of methanol are added and the mixture is stirred at 20-25° C. for 6 hours. In the course of the reaction first the hydrochloride of the stating “nitrile”, then gradually the hydrochloride of the resulting “acid amide” precipitate... Reaction conditions: temperature 22.5 celsius, time 6 hour. As a reaction SMILES: C(OC)(=O)C.Cl.[S:7]1[CH:11]=[CH:10][CH:9]=[C:8]1[CH2:12][CH2:13][NH:14][CH:15]([C:18]1[CH:23]=[CH:22][CH:21]=[CH:20][C:19]=1[Cl:24])[C:16]#[N:17].CO>>[ClH:24].[S:7]1[CH:11]=[CH:10][CH:9]=[C:8]1[CH2:12][CH2:13][NH:14][CH:15]([C:18]1[CH:23]=[CH:22][CH:21]=[CH:20][C:19]=1[Cl:24])[C:16]#[N:17] |f:4.5|. The reactants are CO (methanol), C(C)(=O)OC (methyl acetate), Cl (hydrogen chloride), Cl (hydrochloride), nitrile, S1C(=CC=C1)CCNC(C#N)C1=C(C=CC=C1)Cl ([2-(2-thienyl)ethylamino](2-chlorophenyl)acetonitrile), ( I ). Yields the product Cl.S1C(=CC=C1)CCNC(C#N)C1=C(C=CC=C1)Cl ([2-(2-thienyl)ethylamino](2-chlorophenyl)acetonitrile hydrochloride). The reactants are CCO, ClCCl, Cl, O, CNCC(c1ccc2ccccc2c1)C(O)c1ccccc1, O=S(Cl)Cl. Product: CNCC(c1ccc2ccccc2c1)C(Cl)c1ccccc1. RXN SMILES: [CH3:28][CH2:29][OH:30].[Cl:32][CH2:33][Cl:34].[ClH:23].[OH2:31].[OH:1][CH:2]([CH:3]([CH2:4][NH:5][CH3:6])[c:7]1[cH:8][c:9]2[cH:10][cH:11][cH:12][cH:13][c:14]2[cH:15][cH:16]1)[c:17]1[cH:18][cH:19][cH:20][cH:21][cH:22]1.[S:24]([Cl:25])([Cl:26])=[O:27]>>[CH:2]([CH:3]([CH2:4][NH:5][CH3:6])[c:7]1[cH:8][c:9]2[cH:10][cH:11][cH:12][cH:13][c:14]2[cH:15][cH:16]1)([c:17]1[cH:18][cH:19][cH:20][cH:21][cH:22]1)[Cl:26]. The reactants are COc1cc2c(cc1[N+](=O)[O-])N(C(C)=O)CC2, CO, Cl. The product is COc1cc2c(cc1[N+](=O)[O-])NCC2. Reaction SMILES: [C:2](=[O:3])([CH3:4])[N:5]1[CH2:6][CH2:7][c:8]2[cH:9][c:10]([O:17][CH3:18])[c:11]([N+:14](=[O:15])[O-:16])[cH:12][c:13]21.[CH3:19][OH:20].[ClH:1]>>[NH:5]1[CH2:6][CH2:7][c:8]2[cH:9][c:10]([O:17][CH3:18])[c:11]([N+:14](=[O:15])[O-:16])[cH:12][c:13]21.